From a dataset of the Open Reaction Database (ORD), a public repository of structured organic reaction records. describe an organic reaction: reactants, conditions, products, and yield Starting materials: ClCCl, CC(C)(C)OC(=O)C(=[N+]=[N-])C(=O)CO, [Na+], O=C([O-])O, C1CCOC1, O=C1NC2OC(c3ccccc3)=NC12. Product: CC(C)(C)OC(=O)C(=[N+]=[N-])C(=O)COC1NC(=O)C1NC(=O)c1ccccc1. RXN SMILES: [CH2:34]([Cl:35])[Cl:36].[N+:15](=[N-:16])=[C:17]([C:18](=[O:19])[O:20][C:21]([CH3:22])([CH3:23])[CH3:24])[C:25]([CH2:26][OH:27])=[O:28].[Na+:33].[O-:29][C:30]([OH:31])=[O:32].[O:37]1[CH2:38][CH2:39][CH2:40][CH2:41]1.[c:1]1([C:7]2=[N:8][CH:9]3[C:10](=[O:14])[NH:11][CH:12]3[O:13]2)[cH:2][cH:3][cH:4][cH:5][cH:6]1>>[c:1]1([C:7]([NH:8][CH:9]2[C:10](=[O:14])[NH:11][CH:12]2[O:27][CH2:26][C:25]([C:17](=[N+:15]=[N-:16])[C:18](=[O:19])[O:20][C:21]([CH3:22])([CH3:23])[CH3:24])=[O:28])=[O:13])[cH:2][cH:3][cH:4][cH:5][cH:6]1. The reactants are CC(C)CBr, CN1CCCC1=O, O=C(O)c1cccc(-n2ncc3cc(I)ccc32)c1, [Na+], [Na+], O=C([O-])[O-]. The product is CC(C)COC(=O)c1cccc(-n2ncc3cc(I)ccc32)c1. Reaction SMILES: [Br:26][CH2:27][CH:28]([CH3:29])[CH3:30].[CH3:31][N:32]1[CH2:33][CH2:34][CH2:35][C:36]1=[O:37].[I:7][c:8]1[cH:9][c:10]2[cH:11][n:12][n:13](-[c:17]3[cH:18][c:19]([C:20](=[O:21])[OH:22])[cH:23][cH:24][cH:25]3)[c:14]2[cH:15][cH:16]1.[Na+:1].[Na+:2].[O-:3][C:4](=[O:5])[O-:6]>>[I:7][c:8]1[cH:9][c:10]2[cH:11][n:12][n:13](-[c:17]3[cH:18][c:19]([C:20](=[O:21])[O:22][CH2:27][CH:28]([CH3:29])[CH3:30])[cH:23][cH:24][cH:25]3)[c:14]2[cH:15][cH:16]1. The product is NC=1C(=NC(=CC1)Br)C(=O)NC=1C=NC=CC1N1C[C@H]([C@@H](CC1)F)NC(OC(C)(C)C)=O (trans-(+/−)-tert-butyl 1-(3-(3-amino-6-bromopicolinamido)pyridin-4-yl)-4-fluoropiperidin-3-ylcarbamate). The reactants are NC=1C=NC=CC1N1C[C@H]([C@@H](CC1)F)NC(OC(C)(C)C)=O (trans-(+/−)-tert-butyl 1-(3-aminopyridin-4-yl)-4-fluoropiperidin-3-ylcarbamate), NC=1C(=NC(=CC1)Br)C(=O)O (3-amino-6-bromopicolinic acid). As a reaction SMILES: [NH2:1][C:2]1[CH:3]=[N:4][CH:5]=[CH:6][C:7]=1[N:8]1[CH2:13][CH2:12][C@@H:11]([F:14])[C@H:10]([NH:15][C:16](=[O:22])[O:17][C:18]([CH3:21])([CH3:20])[CH3:19])[CH2:9]1.[NH2:23][C:24]1[C:25]([C:31](O)=[O:32])=[N:26][C:27]([Br:30])=[CH:28][CH:29]=1>>[NH2:23][C:24]1[C:25]([C:31]([NH:1][C:2]2[CH:3]=[N:4][CH:5]=[CH:6][C:7]=2[N:8]2[CH2:13][CH2:12][C@@H:11]([F:14])[C@H:10]([NH:15][C:16](=[O:22])[O:17][C:18]([CH3:19])([CH3:21])[CH3:20])[CH2:9]2)=[O:32])=[N:26][C:27]([Br:30])=[CH:28][CH:29]=1. Procedure details: Following Method 11 of Example 305, trans-(+/−)-tert-butyl 1-(3-aminopyridin-4-yl)-4-fluoropiperidin-3-ylcarbamate and 3-amino-6-bromopicolinic acid were reacted yielding after purification (+/−)-tert-butyl 1-(3-(3-amino-6-bromopicolinamido)pyridin-4-yl)-4-fluoropiperidin-3-ylcarbamate, (20%). LCMS (m/z): 510.9 (MH+). Starting materials: C=1C=CC(=CC1)[C@@H]2[C@H](O2)C=3C=CC=CC3 (trans-stilbene oxide), C(CCC)OCCCN (3-(n-butyloxy)-1-propylamine), O (water). Solvent: CC(=O)C (acetone). Reaction conditions: temperature 140 celsius, time 18 hour. The product is C(CCC)OCCCNC(C(O)C1=CC=CC=C1)C1=CC=CC=C1 (β-[(3-Butoxypropyl)amino]-a-phenylbenzeneethanol). The yield is 100.0%. Reaction SMILES: [CH:1]1[CH:2]=[CH:3][C:4]([C@H:7]2[O:9][C@@H:8]2[C:10]2[CH:11]=[CH:12][CH:13]=[CH:14][CH:15]=2)=[CH:5][CH:6]=1.[CH2:16]([O:20][CH2:21][CH2:22][CH2:23][NH2:24])[CH2:17][CH2:18][CH3:19].O>CC(C)=O>[CH2:16]([O:20][CH2:21][CH2:22][CH2:23][NH:24][CH:7]([C:4]1[CH:3]=[CH:2][CH:1]=[CH:6][CH:5]=1)[CH:8]([C:10]1[CH:11]=[CH:12][CH:13]=[CH:14][CH:15]=1)[OH:9])[CH2:17][CH2:18][CH3:19]. Procedure details: A mixture of trans-stilbene oxide (1.96 g, 0.010 mole) and 3-(n-butyloxy)-1-propylamine (3.93 g, 0.030 mole) was heated at 140° C. for 5 hrs. After standing at ambient temperature for 18 hr, the mixture was dissolved in acetone (20 ml) and the solution poured into water (120 ml). The solid which formed was collected by filtration and dried under ambient conditions to yield 3.24 g of slightly wet solid (>100%). Recrystallization from tolueneisooctane gave 1.70 g of a white solid, m.p. 82°-84° C. Starting materials: CC=1C=C(C=NNC2=CC(=NC(=C2)N2CCOCC2)CCCO)C=CC1 (3-{4-[N′-(3-methyl-benzylidene)-hydrazino]-6-morpholin-4-yl-pyrid-2-yl}-propan-1-ol), CN(C)C1=NC=CC=C1 (dimethylaminopyridine), COC=1C=C(C=CC1)N=C=O (m-methoxyphenylisocyanate). Solvent: C(C)#N (acetonitrile). Conditions: temperature 60 celsius, time 16 hour. Product: Compound 102, CC=1C=C(C=NNC2=CC(=NC(=C2)N2CCOCC2)CCCOC(NC2=CC(=CC=C2)OC)=O)C=CC1 ((3-methoxy-phenyl)-carbamic acid 3-{4-[N′-(3-methyl-benzylidene)-hydrazino]-6-morpholin-4-yl-pyrid-2-yl}-propyl ester). Reaction SMILES: [CH3:1][C:2]1[CH:3]=[C:4]([CH:24]=[CH:25][CH:26]=1)[CH:5]=[N:6][NH:7][C:8]1[CH:13]=[C:12]([N:14]2[CH2:19][CH2:18][O:17][CH2:16][CH2:15]2)[N:11]=[C:10]([CH2:20][CH2:21][CH2:22][OH:23])[CH:9]=1.[CH3:27][O:28][C:29]1[CH:30]=[C:31]([N:35]=[C:36]=[O:37])[CH:32]=[CH:33][CH:34]=1.CN(C1C=CC=CN=1)C>C(#N)C>[CH3:1][C:2]1[CH:3]=[C:4]([CH:24]=[CH:25][CH:26]=1)[CH:5]=[N:6][NH:7][C:8]1[CH:13]=[C:12]([N:14]2[CH2:19][CH2:18][O:17][CH2:16][CH2:15]2)[N:11]=[C:10]([CH2:20][CH2:21][CH2:22][O:23][C:36](=[O:37])[NH:35][C:31]2[CH:32]=[CH:33][CH:34]=[C:29]([O:28][CH3:27])[CH:30]=2)[CH:9]=1. Reported procedure: 3-{4-[N′-(3-methyl-benzylidene)-hydrazino]-6-morpholin-4-yl-pyrid-2-yl}-propan-1-ol (1 mmol) is dissolved in acetonitrile (4 mL). To the mixture is added m-methoxyphenylisocyanate (149 mg., 1 mmol) and a catalytic amount of dimethylaminopyridine. The reaction is stirred at 60° C. for 16 hours. The reaction is then cooled to 4° C., and the precipitate is filtered, washed with acetonitrile (1 mL) and dried to give Compound 102, (3-methoxy-phenyl)-carbamic acid 3-{4-[N′-(3-methyl-benzylidene)-hydra...